From a dataset of the Open Reaction Database (ORD), a public repository of structured organic reaction records. describe an organic reaction: reactants, conditions, products, and yield Starting materials: CI (Methyl iodide), ClC=1C=C2C(NC(NC2=CC1)=S)C (6-chloro-4-methyl-3,4-dihydro-1H-quinazoline-2-thione). Solvent: CC(=O)C (acetone), C(C)OCC (diethyl ether). Reaction conditions: time 2 hour. Yields the product I.ClC=1C=C2C(NC(=NC2=CC1)SC)C (6-Chloro-4-methyl-2-methylsulfanyl-3,4-dihydro-quinazoline hydroiodide). Isolated yield 93.6%. Reaction SMILES: [CH3:1][I:2].[Cl:3][C:4]1[CH:5]=[C:6]2[C:11](=[CH:12][CH:13]=1)[NH:10][C:9](=[S:14])[NH:8][CH:7]2[CH3:15]>CC(C)=O.C(OCC)C>[IH:2].[Cl:3][C:4]1[CH:5]=[C:6]2[C:11](=[CH:12][CH:13]=1)[N:10]=[C:9]([S:14][CH3:1])[NH:8][CH:7]2[CH3:15] |f:4.5|. Procedure details: Methyl iodide (0.30 ml, 4.86 mmol) was added to a suspension of 6-chloro-4-methyl-3,4-dihydro-1H-quinazoline-2-thione (345 mg, 1.62 mmol) in acetone (4.8 ml). The mixture was stirred for 2 hours (r.t.), diluted with diethyl ether and the title compound (538 mg, 94%) was isolated from the reaction mixture by filtration. Starting materials: [N+](=O)(O)[O-] (nitric acid), COC1=CC=C(C=C1)C1CN(CCC1)C(C(F)(F)F)=O (3-(4-methoxyphenyl)-1 -(trifluoroacetyl)piperidine). Run in FC(C(=O)O)(F)F (trifluoroacetic acid). Reaction conditions: time 1 hour. Yields the product COC1=C(C=C(C=C1)C1CN(CCC1)C(C(F)(F)F)=O)[N+](=O)[O-] (3-(4-methoxy-3-nitrophenyl)-1-(trifluoroacetyl)-piperidine). RXN SMILES: [N+:1]([O-:4])(O)=[O:2].[CH3:5][O:6][C:7]1[CH:12]=[CH:11][C:10]([CH:13]2[CH2:18][CH2:17][CH2:16][N:15]([C:19](=[O:24])[C:20]([F:23])([F:22])[F:21])[CH2:14]2)=[CH:9][CH:8]=1>FC(F)(F)C(O)=O>[CH3:5][O:6][C:7]1[CH:12]=[CH:11][C:10]([CH:13]2[CH2:18][CH2:17][CH2:16][N:15]([C:19](=[O:24])[C:20]([F:21])([F:22])[F:23])[CH2:14]2)=[CH:9][C:8]=1[N+:1]([O-:4])=[O:2]. Procedure: 2.24 ml of fuming nitric acid were added dropwise with stirring to 14.3 g of the product of Step C in 50 ml of trifluoroacetic acid at 0° C. The temperature was allowed to return to ambient and the mixture was stirred for 1 hour. After pouring the mixture on ice, extracting with methylene chloride, washing with water, drying, evaporating to dryness under reduced pressure, and purifying by chromatography over silica (eluent benzene--ethyl acetate 9-1), 12.3 g of 3-(4-methoxy-3-nitrophenyl)-1-(tri... The reactants are CC1(C(NC2=CC(=CC=C12)C(=O)NC1=CC=C(C=C1)[N+](=O)[O-])=O)C (2,3-Dihydro-3,3-dimethyl-N-(4-nitrophenyl)-2-oxo-(1H)-indole-6-carboxamide). Reagents/catalysts: [Pd] (palladium on charcoal). Run in CO (methanol). Reaction conditions: time 2 hour. Product: CC1(C(NC2=CC(=CC=C12)C(=O)NC1=CC=C(C=C1)N)=O)C (2,3-Dihydro-3,3-dimethyl-N-(4-aminophenyl)-2-oxo-(1H)-indole-6-carboxamide). Reaction SMILES: [CH3:1][C:2]1([CH3:24])[C:10]2[C:5](=[CH:6][C:7]([C:11]([NH:13][C:14]3[CH:19]=[CH:18][C:17]([N+:20]([O-])=O)=[CH:16][CH:15]=3)=[O:12])=[CH:8][CH:9]=2)[NH:4][C:3]1=[O:23]>[Pd].CO>[CH3:1][C:2]1([CH3:24])[C:10]2[C:5](=[CH:6][C:7]([C:11]([NH:13][C:14]3[CH:15]=[CH:16][C:17]([NH2:20])=[CH:18][CH:19]=3)=[O:12])=[CH:8][CH:9]=2)[NH:4][C:3]1=[O:23]. Procedure details: 2.6 g. (8 mmol) 2,3-Dihydro-3,3-dimethyl-N-(4-nitrophenyl)-2-oxo-(1H)-indole-6-carboxamide (from Example 6) in 50 ml. methanol were hydrogenated in the presence of 0.3 g. 10% palladium on charcoal at normal pressure and ambient temperature. After 2 hours, the reaction mixture was filtered with suction, the solvent was removed from the filtrate in a vacuum and the residue purified by column chromatography (silica gel; elution agent dichloromethane/methanol saturated with ammonia 95:5 v/v). The so... Reactants: c1ccc(CN2CCc3c(CCOc4ccccc4)c4ccccc4n3CC2)cc1, CO, O=C[O-], ClCCl, [NH4+]. Yields the product c1ccc(OCCc2c3n(c4ccccc24)CCNCC3)cc1. RXN SMILES: [CH2:1]([c:2]1[cH:3][cH:4][cH:5][cH:6][cH:7]1)[N:8]1[CH2:9][CH2:10][n:11]2[c:12]([c:13]([CH2:20][CH2:21][O:22][c:23]3[cH:24][cH:25][cH:26][cH:27][cH:28]3)[c:14]3[cH:15][cH:16][cH:17][cH:18][c:19]23)[CH2:29][CH2:30]1.[CH3:35][OH:36].[CH:31]([O-:32])=[O:33].[Cl:37][CH2:38][Cl:39].[NH4+:34]>>[NH:8]1[CH2:9][CH2:10][n:11]2[c:12]([c:13]([CH2:20][CH2:21][O:22][c:23]3[cH:24][cH:25][cH:26][cH:27][cH:28]3)[c:14]3[cH:15][cH:16][cH:17][cH:18][c:19]23)[CH2:29][CH2:30]1.